Dataset: the Open Reaction Database (ORD), a public repository of structured organic reaction records. Task: describe an organic reaction: reactants, conditions, products, and yield Reactants: amino acids, C([C@@H]1[C@H]([C@@H]([C@H]([C@H](O1)O[C@@H]2[C@H](O[C@H]([C@@H]([C@H]2O)O)O)CO)O)O)O)O.O (maltose monohydrate), polysorbate 80, amino acid, amino acids, sugar, N[C@@H](CCCNC(N)=N)C(=O)O (L-arginine), N[C@@H](CC1=CC=CC=C1)C(=O)O (L-phenylalanine), C([C@@H]1[C@H]([C@@H]([C@H]([C@H](O1)O[C@@H]2[C@H](O[C@H]([C@@H]([C@H]2O)O)O)CO)O)O)O)O.O (maltose monohydrate), polysorbate 80, amino acid, N[C@@H](CCCNC(N)=N)C(=O)O (L-arginine), N[C@@H](CC1=CC=CC=C1)C(=O)O (L-phenylalanine), C([C@@H]1[C@H]([C@@H]([C@H]([C@H](O1)O[C@@H]2[C@H](O[C@H]([C@@H]([C@H]2O)O)O)CO)O)O)O)O (maltose). Run in O (water). Yields the product C([C@@H]1[C@H]([C@@H]([C@H]([C@H](O1)O[C@@H]2[C@H](O[C@H]([C@@H]([C@H]2O)O)O)CO)O)O)O)O.N[C@@H](CCCNC(N)=N)C(=O)O.N[C@@H](CC1=CC=CC=C1)C(=O)O (Maltose L-arginine L-phenylalanine). As a reaction SMILES: [CH2:1]([OH:23])[C@H:2]1[O:7][C@H:6]([O:8][C@H:9]2[C@H:14]([OH:15])[C@@H:13]([OH:16])[C@H:12]([OH:17])[O:11][C@@H:10]2[CH2:18][OH:19])[C@H:5]([OH:20])[C@@H:4]([OH:21])[C@@H:3]1[OH:22].O.[NH2:25][C@H:26]([C:34]([OH:36])=[O:35])[CH2:27][CH2:28][CH2:29][NH:30][C:31](=[NH:33])[NH2:32].[NH2:37][C@H:38]([C:46]([OH:48])=[O:47])[CH2:39][C:40]1[CH:45]=[CH:44][CH:43]=[CH:42][CH:41]=1.C(O)[C@H]1O[C@H](O[C@H]2[C@H](O)[C@@H](O)[C@H](O)O[C@@H]2CO)[C@H](O)[C@@H](O)[C@@H]1O>O>[CH2:1]([OH:23])[C@H:2]1[O:7][C@H:6]([O:8][C@H:9]2[C@H:14]([OH:15])[C@@H:13]([OH:16])[C@H:12]([OH:17])[O:11][C@@H:10]2[CH2:18][OH:19])[C@H:5]([OH:20])[C@@H:4]([OH:21])[C@@H:3]1[OH:22].[NH2:25][C@H:26]([C:34]([OH:36])=[O:35])[CH2:27][CH2:28][CH2:29][NH:30][C:31](=[NH:32])[NH2:33].[NH2:37][C@H:38]([C:46]([OH:48])=[O:47])[CH2:39][C:40]1[CH:45]=[CH:44][CH:43]=[CH:42][CH:41]=1 |f:0.1,6.7.8|. Procedure: A solution was prepared with a content of 50 mg maltose monohydrate and 0.1 mg polysorbate 80 per ml. Increasing amounts of L-arginine and L-phenylalanine in equal proportions (g/g) were then added to this. The solutions prepared in this manner were sterilized by filtration (0.22 μm cellulose nitrate filter) and then in each case 1 ml solution was filled into 2 ml vials and a freeze-drying stopper was placed on them. The samples prepared in this way were vacuum-dried in the same manner for 48 ho... Starting materials: O=C([O-])[O-], C1CCOC1, CO, Cl, [K+], [K+], Cn1c(=O)c(C(=O)NCC(=O)O)c(O)c2ccc(C#C[Si](C)(C)C)nc21. Product: C#Cc1ccc2c(O)c(C(=O)NCC(=O)O)c(=O)n(C)c2n1. RXN SMILES: [C:27](=[O:28])([O-:29])[O-:30].[CH2:36]1[O:37][CH2:38][CH2:39][CH2:40]1.[CH3:34][OH:35].[ClH:33].[K+:31].[K+:32].[OH:1][c:2]1[c:3]([C:20](=[O:21])[NH:22][CH2:23][C:24](=[O:25])[OH:26])[c:4](=[O:19])[n:5]([CH3:18])[c:6]2[n:7][c:8]([C:12]#[C:13][Si:14]([CH3:15])([CH3:16])[CH3:17])[cH:9][cH:10][c:11]12>>[OH:1][c:2]1[c:3]([C:20](=[O:21])[NH:22][CH2:23][C:24](=[O:25])[OH:26])[c:4](=[O:19])[n:5]([CH3:18])[c:6]2[n:7][c:8]([C:12]#[CH:13])[cH:9][cH:10][c:11]12. The reactants are [C@@H]1([C@](O)([C@](O)([C@@H](C(O)CCC(=O)[O-])O1)CCC(=O)[O-])CCC(=O)[O-])N1C=NC=2C(O)=NC=NC12 (inosine-2',3',5'-tripropionate), CN(C=O)C (N,N-dimethylformamide), C1(=CC=CC=C1)C (toluene), S(=O)(Cl)Cl (thionyl chloride). Run in O (water). Reaction conditions: temperature 65 celsius, time 1 hour. The product is C1(CCCCC1)NC=1C=2N=CN([C@H]3[C@H](O)[C@H](O)[C@@H](CO)O3)C2N=CN1 (N6 -cyclohexyladenosine). As a reaction SMILES: [C@@H:1]1([N:25]2[C:34]3[N:33]=[CH:32][N:31]=[C:29](O)[C:28]=3[N:27]=[CH:26]2)[O:14][C@H:6]([CH:7](CCC([O-])=O)[OH:8])[C@@:4](CCC([O-])=O)([OH:5])[C@@:2]1(CCC([O-])=O)[OH:3].C[N:36]([CH3:39])C=O.[C:40]1(C)[CH:45]=[CH:44]C=[CH:42][CH:41]=1.S(Cl)(Cl)=O>O>[CH:39]1([NH:36][C:29]2[C:28]3[N:27]=[CH:26][N:25]([C:34]=3[N:33]=[CH:32][N:31]=2)[C@@H:1]2[O:14][C@H:6]([CH2:7][OH:8])[C@@H:4]([OH:5])[C@H:2]2[OH:3])[CH2:44][CH2:45][CH2:40][CH2:41][CH2:42]1. Reported procedure: A mixture of 270.6 g of inosine-2',3',5'-tripropionate, 240 ml of N,N-dimethylformamide and 600 ml of toluene is heated to 65° C.; and over a period of 1 hour, 67.84 ml of thionyl chloride are added at a rate which maintains the internal temperature between 62°-65° C. The mixture is stirred at this temperature for an additional 2.5 hours and then cooled to 10° C. with an ice bath. After addition of 600 ml of water precooled to 10°-15° C. in an ice bath at a rate which maintains the temperature b... Reactants: CN(C)C=O, Fc1cccc(Nc2ccc(Cl)cc2)n1, [H-], [Na+], c1ccc2[nH]ncc2c1. Yields the product Clc1ccc(Nc2cccc(-n3ncc4ccccc43)n2)cc1. As a reaction SMILES: [CH3:27][N:28]([CH3:29])[CH:30]=[O:31].[Cl:12][c:13]1[cH:14][cH:15][c:16]([NH:19][c:20]2[n:21][c:22]([F:26])[cH:23][cH:24][cH:25]2)[cH:17][cH:18]1.[H-:1].[Na+:2].[nH:3]1[n:4][cH:5][c:6]2[cH:7][cH:8][cH:9][cH:10][c:11]12>>[n:3]1(-[c:22]2[n:21][c:20]([NH:19][c:16]3[cH:15][cH:14][c:13]([Cl:12])[cH:18][cH:17]3)[cH:25][cH:24][cH:23]2)[n:4][cH:5][c:6]2[cH:7][cH:8][cH:9][cH:10][c:11]12. Starting materials: CN1S(COC2=C1C=C(C(=N2)C2=CC=C(C=C2)C2(CCC2)NC(OC(C)(C)C)=O)C2=CC=CC=C2)(=O)=O (tert-Butyl (1-(4-(1-methyl-2,2-dioxido-7-phenyl-1H-pyrido[3,2-e][1,3,4]oxathiazin-6-yl)phenyl)cyclobutyl)carbamate). Run in C(=O)(C(F)(F)F)O (TFA). Conditions: time 30 second. The product is NC1(CCC1)C1=CC=C(C=C1)C=1C(=CC=2N(S(COC2N1)(=O)=O)C)C1=CC=CC=C1 (6-(4-(1-aminocyclobutyl)phenyl)-1-methyl-7-phenyl-1H-pyrido[3,2-e][1,3,4]oxathiazine 2,2-dioxide). Yield: 79.1%. As a reaction SMILES: [CH3:1][N:2]1[C:7]2[CH:8]=[C:9]([C:30]3[CH:35]=[CH:34][CH:33]=[CH:32][CH:31]=3)[C:10]([C:12]3[CH:17]=[CH:16][C:15]([C:18]4([NH:22]C(=O)OC(C)(C)C)[CH2:21][CH2:20][CH2:19]4)=[CH:14][CH:13]=3)=[N:11][C:6]=2[O:5][CH2:4][S:3]1(=[O:37])=[O:36]>C(O)(C(F)(F)F)=O>[NH2:22][C:18]1([C:15]2[CH:14]=[CH:13][C:12]([C:10]3[C:9]([C:30]4[CH:31]=[CH:32][CH:33]=[CH:34][CH:35]=4)=[CH:8][C:7]4[N:2]([CH3:1])[S:3](=[O:37])(=[O:36])[CH2:4][O:5][C:6]=4[N:11]=3)=[CH:17][CH:16]=2)[CH2:19][CH2:20][CH2:21]1. Reported procedure: tert-Butyl (1-(4-(1-methyl-2,2-dioxido-7-phenyl-1H-pyrido[3,2-e][1,3,4]oxathiazin-6-yl)phenyl)cyclobutyl)carbamate (50 mg, 0.096 mmol) was dissolved in TFA (3 mL) and stirred for 30 seconds. The solution was immediately concentrated to dryness under reduced pressure. The residue was dissolved in diethyl ether (˜3 mL) and concentrated to dryness under reduced pressure three times. The residue was then slurried in diethyl ether (3 mL) and after settling the supernatant solvent removed by pipette. ...